This data is from the Open Reaction Database (ORD), a public repository of structured organic reaction records. The task is: describe an organic reaction: reactants, conditions, products, and yield Starting materials: Cl.Cl.NC1=CC=C(C=C1)C1=CC=C(C=C1)NC(=O)[C@H]1CN2CCC1CC2 ((3R)-N-(4′-Aminobiphenyl-4-yl)quinuclidine-3-carboxamide dihydrochloride), C1(=CC=CC=C1)CS(=O)(=O)Cl (phenylmethanesulfonyl chloride). The solvent is N1=CC=CC=C1 (pyridine). Product: Cl.C(C1=CC=CC=C1)S(=O)(=O)NC1=CC=C(C=C1)C1=CC=C(C=C1)NC(=O)[C@H]1CN2CCC1CC2 ((3R)-N-{4′-[(Benzylsulfonyl)amino]biphenyl-4-yl}quinuclidine-3-carboxamide hydrochloride). Reaction SMILES: Cl.Cl.[NH2:3][C:4]1[CH:9]=[CH:8][C:7]([C:10]2[CH:15]=[CH:14][C:13]([NH:16][C:17]([C@@H:19]3[CH:24]4[CH2:25][CH2:26][N:21]([CH2:22][CH2:23]4)[CH2:20]3)=[O:18])=[CH:12][CH:11]=2)=[CH:6][CH:5]=1.[C:27]1([CH2:33][S:34]([Cl:37])(=[O:36])=[O:35])[CH:32]=[CH:31][CH:30]=[CH:29][CH:28]=1>N1C=CC=CC=1>[ClH:37].[CH2:33]([S:34]([NH:3][C:4]1[CH:9]=[CH:8][C:7]([C:10]2[CH:11]=[CH:12][C:13]([NH:16][C:17]([C@@H:19]3[CH:24]4[CH2:23][CH2:22][N:21]([CH2:26][CH2:25]4)[CH2:20]3)=[O:18])=[CH:14][CH:15]=2)=[CH:6][CH:5]=1)(=[O:36])=[O:35])[C:27]1[CH:32]=[CH:31][CH:30]=[CH:29][CH:28]=1 |f:0.1.2,5.6|. Procedure details: A solution of 80 mg (0.20 mmol) of ((3R)-N-(4′-aminobiphenyl-4-yl)quinuclidine-3-carboxamide dihydrochloride (Example 7A) and 77.4 mg (0.41 mmol) of phenylmethanesulfonyl chloride in 1.0 ml of pyridine is stirred at room temperature for 18 h. The reaction mixture is concentrated in vacuo and the residue is purified by preparative HPLC. The product fractions are concentrated, mixed with 3 ml of 1 N hydrochloric acid, again concentrated and dried under high vacuum. 34 mg (32.7% of theory) of the t...